This data is from the Open Reaction Database (ORD), a public repository of structured organic reaction records. The task is: describe an organic reaction: reactants, conditions, products, and yield The reactants are NC1=NC=C(C=C1S(=O)(=O)C[C@H](CO)C)Br ((2S)-3-[(2-amino-5-bromopyridin-3-yl)sulfonyl]-2-methylpropan-1-ol), COC1=CC=C2C(=NC=NC2=C1)N1CCOC2=C(C1)C=C(C=C2)B(O)O ({4-[7-(methyloxy)quinazolin-4-yl]-2,3,4,5-tetrahydro-1,4-benzoxazepin-7-yl}boronic acid). The product is NC1=NC=C(C=C1S(=O)(=O)C[C@H](CO)C)C=1C=CC2=C(CN(CCO2)C2=NC=NC3=CC(=CC=C23)OC)C1 ((2S)-3-[(2-amino-5-{4-[7-(methyloxy)quinazolin-4-yl]-2,3,4,5-tetrahydro-1,4-benzoxazepin-7-yl}pyridin-3-yl)sulfonyl]-2-methylpropan-1-ol). RXN SMILES: [NH2:1][C:2]1[C:7]([S:8]([CH2:11][C@@H:12]([CH3:15])[CH2:13][OH:14])(=[O:10])=[O:9])=[CH:6][C:5](Br)=[CH:4][N:3]=1.[CH3:17][O:18][C:19]1[CH:28]=[C:27]2[C:22]([C:23]([N:29]3[CH2:35][C:34]4[CH:36]=[C:37](B(O)O)[CH:38]=[CH:39][C:33]=4[O:32][CH2:31][CH2:30]3)=[N:24][CH:25]=[N:26]2)=[CH:21][CH:20]=1>>[NH2:1][C:2]1[C:7]([S:8]([CH2:11][C@@H:12]([CH3:15])[CH2:13][OH:14])(=[O:10])=[O:9])=[CH:6][C:5]([C:37]2[CH:38]=[CH:39][C:33]3[O:32][CH2:31][CH2:30][N:29]([C:23]4[C:22]5[C:27](=[CH:28][C:19]([O:18][CH3:17])=[CH:20][CH:21]=5)[N:26]=[CH:25][N:24]=4)[CH2:35][C:34]=3[CH:36]=2)=[CH:4][N:3]=1. Procedure details: Prepared according to the method of example 5 by using (2S)-3-[(2-amino-5-bromopyridin-3-yl)sulfonyl]-2-methylpropan-1-ol (reagent preparation 41) and {4-[7-(methyloxy)quinazolin-4-yl]-2,3,4,5-tetrahydro-1,4-benzoxazepin-7-yl}boronic acid (reagent preparation 23) in step 1. 1H NMR (400 MHz, Methanol-d4): 8.42 (s, 1H), 8.34 (br, 1H), 8.07 (br, 1H), 7.89 (d, 1H), 7.44 (s, 1H), 7.35 (d, 1H), 7.08 (m, 2H), 6.94 (d, 1H), 4.96 (s, 2H), 4.34 (m, 2H), 4.14 (m, 2H), 3.84 (s, 3H), 3.41 (m, 2H), 3.31 (dd, ... Starting materials: C(C)(=O)C=1N(C(C2=CC=C(C=C2C1C1=CC=CC=C1)Br)=O)CC1=CC=C(C=C1)N (3-acetyl-2-(4-aminobenzyl)-6-bromo-4-phenyl-2H-isoquinolin-1-one), C(=O)(O)C1=CC=C(C=C1)S(=O)(=O)Cl (4-carboxybenzenesulfonyl chloride). Product: C(C)(=O)C=1N(C(C2=CC=C(C=C2C1C1=CC=CC=C1)Br)=O)CC1=CC=C(C=C1)NS(=O)(=O)C1=CC=C(C(=O)O)C=C1 (4-[4-(3-acetyl-6-bromo-1-oxo-4-phenyl-1H-isoquinolin-2-ylmethyl)phenylsulfamoyl]benzoic acid). Reaction SMILES: [C:1]([C:4]1[N:5]([CH2:22][C:23]2[CH:28]=[CH:27][C:26]([NH2:29])=[CH:25][CH:24]=2)[C:6](=[O:21])[C:7]2[C:12]([C:13]=1[C:14]1[CH:19]=[CH:18][CH:17]=[CH:16][CH:15]=1)=[CH:11][C:10]([Br:20])=[CH:9][CH:8]=2)(=[O:3])[CH3:2].[C:30]([C:33]1[CH:38]=[CH:37][C:36]([S:39](Cl)(=[O:41])=[O:40])=[CH:35][CH:34]=1)([OH:32])=[O:31]>>[C:1]([C:4]1[N:5]([CH2:22][C:23]2[CH:24]=[CH:25][C:26]([NH:29][S:39]([C:36]3[CH:35]=[CH:34][C:33]([C:30]([OH:32])=[O:31])=[CH:38][CH:37]=3)(=[O:41])=[O:40])=[CH:27][CH:28]=2)[C:6](=[O:21])[C:7]2[C:12]([C:13]=1[C:14]1[CH:19]=[CH:18][CH:17]=[CH:16][CH:15]=1)=[CH:11][C:10]([Br:20])=[CH:9][CH:8]=2)(=[O:3])[CH3:2]. Reported procedure: In the same manner as in Example 377, 3-acetyl-2-(4-aminobenzyl)-6-bromo-4-phenyl-2H-isoquinolin-1-one was reacted with 4-carboxybenzenesulfonyl chloride to give the title compound. yield: 45 mg (26%)